This data is from the Open Reaction Database (ORD), a public repository of structured organic reaction records. The task is: describe an organic reaction: reactants, conditions, products, and yield The reactants are [H-].[Al+3].[Li+].[H-].[H-].[H-] (lithium aluminum hydride), O=C(CC(C(=O)OCC)C(=O)OCC)C (diethyl 2-oxopropylmalonate), O (water). Run in O1CCCC1 (tetrahydrofuran), O1CCCC1 (tetrahydrofuran). Yields the product OCC(CO)CC(C)O (2-hydroxymethyl-1,4-pentanediol). Yield: 100.1%. RXN SMILES: [O:1]=[C:2]([CH3:15])[CH2:3][CH:4]([C:10](OCC)=[O:11])[C:5](OCC)=[O:6].[H-].[Al+3].[Li+].[H-].[H-].[H-].O>O1CCCC1>[OH:6][CH2:5][CH:4]([CH2:3][CH:2]([OH:1])[CH3:15])[CH2:10][OH:11] |f:1.2.3.4.5.6|. Procedure: A solution of 11.4 g of diethyl 2-oxopropylmalonate in 30 ml of tetrahydrofuran was added dropwise under ice-cooling over 20 minutes to a suspension of 5.00 g of lithium aluminum hydride in 100 ml of tetrahydrofuran. The reaction fluid was stirred for an hour under ice-cooling and for 4.5 hours at room temperature, and 10 ml of water was added thereto dropwise under ice-cooling over 20 minutes. The reaction fluid was refluxed for an hour and filtrated. The unfiltered solid was suspended in 200 m...